From a dataset of the Open Reaction Database (ORD), a public repository of structured organic reaction records. describe an organic reaction: reactants, conditions, products, and yield Run in CN(C=O)C (N,N-dimethylformamide). Reaction SMILES: [CH3:1][O:2][C:3]1[CH:4]=[C:5]([C:11]([S:32][C:33]2[CH:38]=[CH:37][C:36]([CH3:39])=[CH:35][CH:34]=2)([CH2:14][CH2:15][CH2:16][CH2:17][CH2:18][N:19]2[CH2:28][CH2:27][C:26]3[C:21](=[CH:22][C:23]([OH:31])=[C:24]([O:29][CH3:30])[CH:25]=3)[CH2:20]2)[C:12]#[N:13])[CH:6]=[CH:7][C:8]=1[O:9][CH3:10].[H-].[Na+].[CH3:42][N:43]([CH3:47])[CH2:44][CH2:45]Cl.[I-].[K+]>CN(C)C=O>[CH3:1][O:2][C:3]1[CH:4]=[C:5]([C:11]([S:32][C:33]2[CH:34]=[CH:35][C:36]([CH3:39])=[CH:37][CH:38]=2)([CH2:14][CH2:15][CH2:16][CH2:17][CH2:18][N:19]2[CH2:28][CH2:27][C:26]3[C:21](=[CH:22][C:23]([O:31][CH2:45][CH2:44][N:43]([CH3:47])[CH3:42])=[C:24]([O:29][CH3:30])[CH:25]=3)[CH2:20]2)[C:12]#[N:13])[CH:6]=[CH:7][C:8]=1[O:9][CH3:10] |f:1.2,4.5|. Starting materials: COC=1C=C(C=CC1OC)C(C#N)(CCCCCN1CC2=CC(=C(C=C2CC1)OC)O)SC1=CC=C(C=C1)C (α-(3,4-dimethoxyphenyl)-3,4-dihydro-7-hydroxy-6-methoxy-α-[(4-methylphenyl)thio]-2(1H)-isoquinolineheptanenitrile), [H-].[Na+] (sodium hydride), CN(CCCl)C (2-dimethylaminoethylchloride), [I-].[K+] (potassium iodide). Run at time 1 hour. Reported procedure: To a solution of 0.583 g of α-(3,4-dimethoxyphenyl)-3,4-dihydro-7-hydroxy-6-methoxy-α-[(4-methylphenyl)thio]-2(1H)-isoquinolineheptanenitrile in 20 mL of N,N-dimethylformamide is added 0.051 g of 60% sodium hydride in oil and the solution stirred for 1 hour. To this solution is added 0.34 g of freshly prepared 2-dimethylaminoethylchloride and 0.60 g of potassium iodide. The solution is stirred at room temperature for 18 hours and then the volatiles are removed at reduced pressure. The residue is... The product is COC=1C=C(C=CC1OC)C(C#N)(CCCCCN1CC2=CC(=C(C=C2CC1)OC)OCCN(C)C)SC1=CC=C(C=C1)C (α-(3,4-Dimethoxyphenyl)-7-[2-(dimethylamino)ethoxy]-3,4-dihydro-6-methoxy-α-[(4-methylphenyl)thio]-2(1H)-isoquinolineheptanenitrile).